This data is from the Open Reaction Database (ORD), a public repository of structured organic reaction records. The task is: describe an organic reaction: reactants, conditions, products, and yield Starting materials: ClC=1C=C(C#N)C=CC1C(=O)N1CC=2N(CC3=C1C=CC=C3)C=CC2 (3-chloro-4-(5H,11H-pyrrolo-[2,1-c][1,4]-benzodiazepine-10-carbonyl)-benzonitrile), C(C)O (ethanol), [OH-].[Na+] (sodium hydroxide). The product is ClC=1C=C(C(=O)O)C=CC1C(=O)N1CC=2N(CC3=C1C=CC=C3)C=CC2 (3-Chloro-4-(5H,11H-Pyrrolo[2,1-c][1,4]benzodiazepine-10-carbonyl)-benzoic Acid). Reaction SMILES: [Cl:1][C:2]1[CH:3]=C([CH:7]=[CH:8][C:9]=1[C:10]([N:12]1[C:18]2[CH:19]=[CH:20][CH:21]=[CH:22][C:17]=2[CH2:16][N:15]2[CH:23]=[CH:24][CH:25]=[C:14]2[CH2:13]1)=[O:11])C#N.[OH-:26].[Na+].[CH2:28]([OH:30])[CH3:29]>>[Cl:1][C:2]1[CH:3]=[C:29]([CH:7]=[CH:8][C:9]=1[C:10]([N:12]1[C:18]2[CH:19]=[CH:20][CH:21]=[CH:22][C:17]=2[CH2:16][N:15]2[CH:23]=[CH:24][CH:25]=[C:14]2[CH2:13]1)=[O:11])[C:28]([OH:26])=[O:30] |f:1.2|. Procedure: To a suspension of 3-chloro-4-(5H,11H-pyrrolo-[2,1-c][1,4]-benzodiazepine-10-carbonyl)-benzonitrile (90.72 g) in ethanol was added 10 N sodium hydroxide (1.02 ml) and the mixture heated under reflux for two hours. The solvent was removed in vacuo, the residue dissolved in water, and made acidic with 2 N hydrochloric acid (4.7 ml). The resulting precipitate was extracted with ethyl acetate, and the organic phase dried over anhydrous sodium sulfate. After removing the solvent in vacuo, a foam was ...